This data is from the Open Reaction Database (ORD), a public repository of structured organic reaction records. The task is: describe an organic reaction: reactants, conditions, products, and yield Reactants: C(C)(=O)C(C(C(C)=O)C(C)=O)C(C)=O (1,1,2,2-tetraacetylethane), COC1=C(N)C=CC(=C1)OC (2,4-dimethoxyaniline). Product: C(C)(=O)C=1C(=C(N(C1C)C1=C(C=C(C=C1)OC)OC)C)C(C)=O (1-[4-acetyl-1-(2,4-dimethoxy-phenyl)-2,5-dimethyl-1H-pyrrol-3-yl]-ethanone). As a reaction SMILES: [C:1]([CH:4]([C:12](=O)[CH3:13])[CH:5]([C:9](=[O:11])[CH3:10])[C:6](=O)[CH3:7])(=[O:3])[CH3:2].[CH3:15][O:16][C:17]1[CH:23]=[C:22]([O:24][CH3:25])[CH:21]=[CH:20][C:18]=1[NH2:19]>>[C:9]([C:5]1[C:4]([C:1](=[O:3])[CH3:2])=[C:12]([CH3:13])[N:19]([C:18]2[CH:20]=[CH:21][C:22]([O:24][CH3:25])=[CH:23][C:17]=2[O:16][CH3:15])[C:6]=1[CH3:7])(=[O:11])[CH3:10]. Procedure details: Utilizing the general procedure outlined in Example 48, 1,1,2,2-tetraacetylethane (400 mg, 2.0 mol), 2,4-dimethoxyaniline (305 mg, 2.0 mmol) reacted to give 1-[4-acetyl-1-(2,4-dimethoxy-phenyl)-2,5-dimethyl-1H-pyrrol-3-yl]-ethanone as yellow solid: MS (ESI) 316 (M+H)+.